Dataset: the Open Reaction Database (ORD), a public repository of structured organic reaction records. Task: describe an organic reaction: reactants, conditions, products, and yield RXN SMILES: [C:1]([O:2][C:3](=[O:4])[NH:7][c:8]1[c:9]([C:18]([NH:19][CH:20]2[C:21](=[O:42])[N:22]([CH:25]([CH:26]([CH2:27][CH2:28][CH3:29])[OH:30])[CH2:31][NH:32][CH2:33][c:34]3[c:35]([CH3:41])[cH:36][c:37]([CH3:40])[cH:38][cH:39]3)[CH2:23][CH2:24]2)=[O:43])[cH:10][c:11]([C:14]([F:15])([F:16])[F:17])[cH:12][cH:13]1)([CH3:5])([CH3:6])[CH3:44].[Cl:45][CH2:46][Cl:47].[F:48][C:49]([F:50])([F:51])[C:52]([OH:53])=[O:54]>>[NH2:7][c:8]1[c:9]([C:18]([NH:19][CH:20]2[C:21](=[O:42])[N:22]([CH:25]([CH:26]([CH2:27][CH2:28][CH3:29])[OH:30])[CH2:31][NH:32][CH2:33][c:34]3[c:35]([CH3:41])[cH:36][c:37]([CH3:40])[cH:38][cH:39]3)[CH2:23][CH2:24]2)=[O:43])[cH:10][c:11]([C:14]([F:15])([F:16])[F:17])[cH:12][cH:13]1. Product: CCCC(O)C(CNCc1ccc(C)cc1C)N1CCC(NC(=O)c2cc(C(F)(F)F)ccc2N)C1=O. Reactants: CCCC(O)C(CNCc1ccc(C)cc1C)N1CCC(NC(=O)c2cc(C(F)(F)F)ccc2NC(=O)OC(C)(C)C)C1=O, ClCCl, O=C(O)C(F)(F)F. Reactants: C(C)OC(C(=O)OCC)CC1=CC=C(C=C1)OCCC1C2=CC=CC=C2OC=2C=CC=CC12 (ethyl 2-ethoxy-3-{4-[2-(9H-xanthen-9-yl)ethoxy]phenyl}propionate), solution, [OH-].[Na+] (NaOH). The solvent is C(C)O (ethanol). Run at time 5 hour. The product is C(C)OC(C(=O)O)CC1=CC=C(C=C1)OCCC1C2=CC=CC=C2OC=2C=CC=CC12 (2-Ethoxy-3-{4-[2-(9H-xanthen-9-yl)ethoxy]phenyl}propionic acid). Reaction SMILES: [CH2:1]([O:3][CH:4]([CH2:10][C:11]1[CH:16]=[CH:15][C:14]([O:17][CH2:18][CH2:19][CH:20]2[C:33]3[CH:32]=[CH:31][CH:30]=[CH:29][C:28]=3[O:27][C:26]3[C:21]2=[CH:22][CH:23]=[CH:24][CH:25]=3)=[CH:13][CH:12]=1)[C:5]([O:7]CC)=[O:6])[CH3:2].[OH-].[Na+]>C(O)C>[CH2:1]([O:3][CH:4]([CH2:10][C:11]1[CH:16]=[CH:15][C:14]([O:17][CH2:18][CH2:19][CH:20]2[C:33]3[CH:32]=[CH:31][CH:30]=[CH:29][C:28]=3[O:27][C:26]3[C:21]2=[CH:22][CH:23]=[CH:24][CH:25]=3)=[CH:13][CH:12]=1)[C:5]([OH:7])=[O:6])[CH3:2] |f:1.2|. Procedure details: To a solution of ethyl 2-ethoxy-3-{4-[2-(9H-xanthen-9-yl)ethoxy]phenyl}propionate (1.8 g, 4.03 mmol) in ethanol (15 ml) was added a 15% solution of NaOH (4 ml), and the mixture was stirred at room temperature for 5 h, then left to stand overnight. The resulting solution was evaporated, water (50 ml) was added, the mixture was acidified with 15% hydrochloric acid to pH 2, and the products extracted into Et2O (4×30 ml). The combined extracts were washed with water (30 ml), brine (15 ml), dried (Mg... Reactants: CC(C)(C)OC(=O)NCC1CO1, CC#N, CCOC(C)=O, O=S(=O)([O-])C(F)(F)F, [Li+], Nc1cc(F)c2c(c1)CC(=O)N2CC1CC1. The product is CC(C)(C)OC(=O)NCC(O)CNc1cc(F)c2c(c1)CC(=O)N2CC1CC1. Reaction SMILES: [C:17]([CH3:18])([CH3:19])([CH3:20])[O:21][C:22]([NH:23][CH2:24][CH:25]1[O:26][CH2:27]1)=[O:28].[CH3:38][C:39]#[N:40].[CH3:41][CH2:42][O:43][C:44](=[O:45])[CH3:46].[F:29][C:30]([F:31])([F:32])[S:33]([O-:34])(=[O:35])=[O:36].[Li+:37].[NH2:1][c:2]1[cH:3][c:4]2[c:8]([c:9]([F:11])[cH:10]1)[N:7]([CH2:12][CH:13]1[CH2:14][CH2:15]1)[C:6](=[O:16])[CH2:5]2>>[NH:1]([c:2]1[cH:3][c:4]2[c:8]([c:9]([F:11])[cH:10]1)[N:7]([CH2:12][CH:13]1[CH2:14][CH2:15]1)[C:6](=[O:16])[CH2:5]2)[CH2:27][CH:25]([CH2:24][NH:23][C:22]([O:21][C:17]([CH3:18])([CH3:19])[CH3:20])=[O:28])[OH:26]. Reactants: solid, BrC1=CC(=CC=2C(=C3N(C12)CCNC3=O)C)C#N (6-bromo-10-methyl-1-oxo-1,2,3,4-tetrahydro-pyrazino[1,2-a]indole-8-carbonitrile), BrC1=CC(=CC=2C(=C3N(C12)CCNC3=O)C)C#N (6-bromo-10-methyl-1-oxo-1,2,3,4-tetrahydro-pyrazino[1,2-a]indole-8-carbonitrile), N1=CC(=CC=C1)B(O)O (pyridin-3-ylboronic acid). The product is CC1=C2N(C=3C(=CC(=CC13)C#N)C=1C=NC=CC1)CCNC2=O (10-Methyl-1-oxo-6-pyridin-3-yl-3,4-dihydro-2H-pyrazino[1,2-a]indole-8-carbonitrile). Reaction SMILES: Br[C:2]1[C:10]2[N:9]3[CH2:11][CH2:12][NH:13][C:14](=[O:15])[C:8]3=[C:7]([CH3:16])[C:6]=2[CH:5]=[C:4]([C:17]#[N:18])[CH:3]=1.[N:19]1[CH:24]=[CH:23][CH:22]=[C:21](B(O)O)[CH:20]=1>>[CH3:16][C:7]1[C:6]2[CH:5]=[C:4]([C:17]#[N:18])[CH:3]=[C:2]([C:21]3[CH:20]=[N:19][CH:24]=[CH:23][CH:22]=3)[C:10]=2[N:9]2[CH2:11][CH2:12][NH:13][C:14](=[O:15])[C:8]=12. Reported procedure: The title compound, white solid (60 mg, 79%), MS (ISN) m/z=301.4 [(M−H)+], mp 273° C., was prepared in accordance with the general method of example 1 from 6-bromo-10-methyl-1-oxo-1,2,3,4-tetrahydro-pyrazino[1,2-a]indole-8-carbonitrile (intermediate 16) (76 mg, 0.25 mmol) and commercially available pyridin-3-ylboronic acid (39.9 mg, 0.325 mmol). Reactants: C(=O)(OC(C)(C)C)NOCCCCCCBr (N-Boc-O-(6-bromohexyl)hydroxylamine), FC(C(=O)O)(F)F (trifluoroacetic acid). Run in ClCCl (dichloromethane). Reaction conditions: time 1 hour. Yields the product FC(C(=O)O)(F)F.BrCCCCCCON (O-(6-bromohexyl)-hydroxylamine trifluoroacetate salt). As a reaction SMILES: C([NH:8][O:9][CH2:10][CH2:11][CH2:12][CH2:13][CH2:14][CH2:15][Br:16])(OC(C)(C)C)=O.[F:17][C:18]([F:23])([F:22])[C:19]([OH:21])=[O:20]>ClCCl>[F:17][C:18]([F:23])([F:22])[C:19]([OH:21])=[O:20].[Br:16][CH2:15][CH2:14][CH2:13][CH2:12][CH2:11][CH2:10][O:9][NH2:8] |f:3.4|. Procedure details: To a stirring solution of N-Boc-O-(6-bromohexyl)hydroxylamine (954 mg, 3.22 mmol) in dichloromethane (16 mL) at 0° C. was added trifluoroacetic acid (8.0 mL). Stirring continued for 1 h at 0° C. (Gilmore, J. M.; Scheck, R. A.; Esser-Kahn, A. P.; Joshi, N. S.; Francis, M. B. Angew. Chem. Int. Ed. 2006, 45, 5307.) The volatile compounds were removed under reduced pressure and the excess acid was removed by azeotroping with toluene (3×20 mL). O-(6-bromohexyl)hydroxylamine trifluoroacetate salt (1b)... Reactants: C(C)(C)(C)OC(=O)N1[C@@H](C[C@@H](C1)C)C=1NC=C(N1)C1=CC=C(C=C1)C1=CC=C(C=C1)C=1C=CC2=C(N=C(N2)[C@H]2N(C[C@H](C2)C)C(=O)OC(C)(C)C)C1 ((2S,4S)-tert-butyl 2-(6-(4′-(2-((2S,4S)-1-(tert-butoxycarbonyl)-4-methylpyrrolidin-2-yl)-1H-imidazol-4-yl)-[1,1′-biphenyl]-4-yl)-3H-benzo[d]imidazol-2-yl)-4-methylpyrrolidine-1-carboxylate), Cl (HCl). Run in C(Cl)Cl (CH2Cl2). Conditions: temperature 0 celsius, time 30 minute. Yields the product C[C@H]1C[C@H](NC1)C=1NC2=C(N1)C=C(C=C2)C2=CC=C(C=C2)C2=CC=C(C=C2)C=2N=C(NC2)[C@H]2NC[C@H](C2)C (2-((2S,4S)-4-Methylpyrrolidin-2-yl)-6-(4′-(2-((2S,4S)-4-methylpyrrolidin-2-yl)-1H-imidazol-4-yl)-[1,1′-biphenyl]-4-yl)-3H-benzo[d]imidazole). RXN SMILES: C(OC([N:8]1[CH2:12][C@@H:11]([CH3:13])[CH2:10][C@H:9]1[C:14]1[NH:15][CH:16]=[C:17]([C:19]2[CH:24]=[CH:23][C:22]([C:25]3[CH:30]=[CH:29][C:28]([C:31]4[CH:32]=[CH:33][C:34]5[NH:38][C:37]([C@@H:39]6[CH2:43][C@H:42]([CH3:44])[CH2:41][N:40]6C(OC(C)(C)C)=O)=[N:36][C:35]=5[CH:52]=4)=[CH:27][CH:26]=3)=[CH:21][CH:20]=2)[N:18]=1)=O)(C)(C)C.Cl>C(Cl)Cl>[CH3:44][C@@H:42]1[CH2:41][NH:40][C@H:39]([C:37]2[NH:38][C:34]3[CH:33]=[CH:32][C:31]([C:28]4[CH:27]=[CH:26][C:25]([C:22]5[CH:21]=[CH:20][C:19]([C:17]6[N:18]=[C:14]([C@@H:9]7[CH2:10][C@H:11]([CH3:13])[CH2:12][NH:8]7)[NH:15][CH:16]=6)=[CH:24][CH:23]=5)=[CH:30][CH:29]=4)=[CH:52][C:35]=3[N:36]=2)[CH2:43]1. Procedure details: In a 100 mL flask, (2S,4S)-tert-butyl 2-(6-(4′-(2-((2S,4S)-1-(tert-butoxycarbonyl)-4-methylpyrrolidin-2-yl)-1H-imidazol-4-yl)-[1,1′-biphenyl]-4-yl)-3H-benzo[d]imidazol-2-yl)-4-methylpyrrolidine-1-carboxylate (2.55 g, 3.628 mmol) is dissolved in CH2Cl2 (10 mL). The solution is cooled to 0° C. and HCl (18.14 mL of 2.0 M, 36.28 mmol) is added. The reaction mixture is then stirred vigorously for 30 min at rt. The solution is concentrated and then dried under high vacuum. The yellow salt (2.353 g) is... Reaction SMILES: [C:1]([O:2][C:3](=[O:4])[CH:8]1[C:9](=[O:28])[NH:10][c:11]2[c:12]1[n:13][c:14]([NH:17][CH:18]1[CH2:19][CH2:20][N:21]([CH2:24][CH2:25][O:26][CH3:27])[CH2:22][CH2:23]1)[n:15][cH:16]2)([CH3:5])([CH3:6])[CH3:7].[F:29][C:30]([F:31])([F:32])[C:33]([OH:34])=[O:35]>>[CH2:8]1[C:9](=[O:28])[NH:10][c:11]2[c:12]1[n:13][c:14]([NH:17][CH:18]1[CH2:19][CH2:20][N:21]([CH2:24][CH2:25][O:26][CH3:27])[CH2:22][CH2:23]1)[n:15][cH:16]2. Product: COCCN1CCC(Nc2ncc3c(n2)CC(=O)N3)CC1. The reactants are COCCN1CCC(Nc2ncc3c(n2)C(C(=O)OC(C)(C)C)C(=O)N3)CC1, O=C(O)C(F)(F)F. The reactants are [Li]CCCC, C#CCN(CC)CC, CCCCCC, CO, O=C=O, C1CCOC1, O. The product is CCN(CC)CC#CC(=O)O. Reaction SMILES: [CH2:1]([Li:2])[CH2:3][CH2:4][CH3:5].[CH2:6]([CH3:7])[N:8]([CH2:9][C:10]#[CH:11])[CH2:12][CH3:13].[CH3:18][CH2:19][CH2:20][CH2:21][CH2:22][CH3:23].[CH3:29][OH:30].[O:14]=[C:15]=[O:16].[O:24]1[CH2:25][CH2:26][CH2:27][CH2:28]1.[OH2:17]>>[CH2:6]([CH3:7])[N:8]([CH2:9][C:10]#[C:11][C:15](=[O:14])[OH:16])[CH2:12][CH3:13]. Reactants: NC=1C=CC(=NC1)Cl (5-amino-2-chloropyridine), C(C)(OCC)([O-])[O-] (ethyl orthoacetate). Reaction conditions: temperature 67 celsius, time 27 hour. Yields the product ClC1=NC=C(C=C1)NCC (2-Chloro-5-ethylaminopyridine). As a reaction SMILES: [NH2:1][C:2]1[CH:3]=[CH:4][C:5]([Cl:8])=[N:6][CH:7]=1.[C:9]([O-])([O-])(OCC)[CH3:10]>>[Cl:8][C:5]1[CH:4]=[CH:3][C:2]([NH:1][CH2:9][CH3:10])=[CH:7][N:6]=1. Reported procedure: A mixture of 10 g (0.078 mole) of 5-amino-2-chloropyridine and 50 ml of ethyl orthoacetate was refluxed for 2 hours. The reaction mixture was concentrated under reduced pressure and the residue was dissolved in 60 ml of dry THF. Then, the solution was added dropwise to a suspension of 7.0 g of lithium borohydride in 100 ml of dry THF over a period of 15 minutes with constant stirring. After completion of dropwise addition, the mixture was refluxed with stirring for 27 hours. After cooling, the s...